From a dataset of the Open Reaction Database (ORD), a public repository of structured organic reaction records. describe an organic reaction: reactants, conditions, products, and yield The reactants are Nc1scc(Br)c1-c1ncn[nH]1, O=C(O)Cc1cccc2ncsc12. Product: O=C(Cc1cccc2ncsc12)Nc1scc(Br)c1-c1ncn[nH]1. As a reaction SMILES: [Br:14][c:15]1[c:16](-[c:21]2[n:22][cH:23][n:24][nH:25]2)[c:17]([NH2:20])[s:18][cH:19]1.[s:1]1[cH:2][n:3][c:4]2[c:5]1[c:6]([CH2:10][C:11](=[O:12])[OH:13])[cH:7][cH:8][cH:9]2>>[s:1]1[cH:2][n:3][c:4]2[c:5]1[c:6]([CH2:10][C:11](=[O:13])[NH:20][c:17]1[c:16](-[c:21]3[n:22][cH:23][n:24][nH:25]3)[c:15]([Br:14])[cH:19][s:18]1)[cH:7][cH:8][cH:9]2.